From a dataset of the Open Reaction Database (ORD), a public repository of structured organic reaction records. describe an organic reaction: reactants, conditions, products, and yield The reactants are BrC=1C(=CC(N(C1)C)=O)C (5-Bromo-1,4-dimethylpyridin-2-one), CS(=O)(=O)NC=1C=C(C=CC1)B(O)O ([3-(methanesulfonamido)phenyl]boronic acid). Product: CN1C=C(C=CC1=O)C=1C=C(C=CC1)NS(=O)(=O)C (N-[3-(1-methyl-6-oxopyridin-3-yl)phenyl]methanesulfonamide). Reaction SMILES: Br[C:2]1[C:3](C)=[CH:4][C:5](=[O:9])[N:6]([CH3:8])[CH:7]=1.[CH3:11][S:12]([NH:15][C:16]1[CH:17]=[C:18](B(O)O)[CH:19]=[CH:20][CH:21]=1)(=[O:14])=[O:13]>>[CH3:8][N:6]1[C:5](=[O:9])[CH:4]=[CH:3][C:2]([C:20]2[CH:21]=[C:16]([NH:15][S:12]([CH3:11])(=[O:13])=[O:14])[CH:17]=[CH:18][CH:19]=2)=[CH:7]1. Procedure details: 5-Bromo-1,4-dimethylpyridin-2-one was treated with [3-(methanesulfonamido)phenyl]boronic acid in a manner similar to Example 94 to give the title compound as a white solid. 1H NMR (CDCl3, 400 MHz) δ 7.43 (t, J=8.0 Hz, 1H), 7.20 (d, J=8.0 Hz, 1H), 7.16 (s, 1H), 7.07 (d, J=7.6 Hz, 1H), 6.71 (s, 1H), 6.69 (s, 1H), 3.67 (s, 3H), 3.07 (s, 3H), 2.16 (s, 3H). LCMS (M+H)+ 293. Reaction SMILES: [CH3:46][CH2:47][O:48][C:49](=[O:50])[CH3:51].[CH:15]1([N:16]=[C:17]=[N:18][CH:19]2[CH2:20][CH2:21][CH2:22][CH2:23][CH2:24]2)[CH2:25][CH2:26][CH2:27][CH2:28][CH2:29]1.[NH2:30][CH:31]([CH2:32][CH2:33][N:34]1[CH2:35][CH2:36][CH2:37][CH2:38][CH2:39]1)[c:40]1[cH:41][cH:42][cH:43][cH:44][cH:45]1.[n:1]1[c:2]([CH2:3][C:4](=[O:5])[OH:6])[cH:7][cH:8][c:9]2[cH:10][cH:11][cH:12][cH:13][c:14]12>>[n:1]1[c:2]([CH2:3][C:4](=[O:6])[NH:30][CH:31]([CH2:32][CH2:33][N:34]2[CH2:35][CH2:36][CH2:37][CH2:38][CH2:39]2)[c:40]2[cH:41][cH:42][cH:43][cH:44][cH:45]2)[cH:7][cH:8][c:9]2[cH:10][cH:11][cH:12][cH:13][c:14]12. The reactants are CCOC(C)=O, C(=NC1CCCCC1)=NC1CCCCC1, NC(CCN1CCCCC1)c1ccccc1, O=C(O)Cc1ccc2ccccc2n1. Product: O=C(Cc1ccc2ccccc2n1)NC(CCN1CCCCC1)c1ccccc1. Starting materials: CNC1=CC(=NC=N1)NC(OC(C)(C)C)=O (tert-butyl (6-Methylamino-pyrimidin-4-yl)-carbamate), CC1=C(C=C(C=C1)[N+](=O)[O-])N=C=O (2-methyl-5-nitrophenylisocyanate), CO (methanol). The reagents and catalysts are CN(C)C=1C=CN=CC1 (DMAP). Run in C1(=CC=CC=C1)C (toluene). Conditions: temperature 50 celsius, time 10 minute. Product: CC1=C(C=C(C=C1)[N+](=O)[O-])NC(N(C)C1=CC(=NC=N1)NC(OC(C)(C)C)=O)=O (tert-Butyl {6-[3-(2-methyl-5-nitro-phenyl)-1-methyl-ureido]-pyrimidin-4-yl}-carbamate). RXN SMILES: [CH3:1][NH:2][C:3]1[N:8]=[CH:7][N:6]=[C:5]([NH:9][C:10](=[O:16])[O:11][C:12]([CH3:15])([CH3:14])[CH3:13])[CH:4]=1.[CH3:17][C:18]1[CH:23]=[CH:22][C:21]([N+:24]([O-:26])=[O:25])=[CH:20][C:19]=1[N:27]=[C:28]=[O:29].CO>CN(C1C=CN=CC=1)C.C1(C)C=CC=CC=1>[CH3:17][C:18]1[CH:23]=[CH:22][C:21]([N+:24]([O-:26])=[O:25])=[CH:20][C:19]=1[NH:27][C:28](=[O:29])[N:2]([C:3]1[N:8]=[CH:7][N:6]=[C:5]([NH:9][C:10](=[O:16])[O:11][C:12]([CH3:14])([CH3:13])[CH3:15])[CH:4]=1)[CH3:1]. Reported procedure: A solution of tert-butyl (6-Methylamino-pyrimidin-4-yl)-carbamate (240 mg, 1.07 mmol, 1.0 eq.), commercially available 2-methyl-5-nitrophenylisocyanate (210 mg, 1.18 mmol, 1.1 eq.), and DMAP (26 mg, 0.21 mmol, 0.2 eq.) in toluene (10 ml) is stirred at 80° C. for 24 h. After cooling to room temperature methanol (10 ml) is added and the suspension formed is stirred for 10 min at 50° C. The precipitate is filtered off and washed with methanol (2×10 ml). After drying in vacuo an extremely insoluble ... The reactants are O=C([O-])[O-], C1CCOC1, CCOC(C)=O, COC(=O)Cl, [K+], [K+], COc1ccc(N(C)c2nc(C)nc3ccc(N)cc23)cc1, [Na+], [Na+], O=S(=O)([O-])[O-]. Product: COC(=O)Nc1ccc2nc(C)nc(N(C)c3ccc(OC)cc3)c2c1. As a reaction SMILES: [C:23](=[O:24])([O-:25])[O-:26].[CH2:41]1[O:42][CH2:43][CH2:44][CH2:45]1.[CH3:46][CH2:47][O:48][C:49]([CH3:50])=[O:51].[Cl:36][C:37](=[O:38])[O:39][CH3:40].[K+:27].[K+:28].[NH2:1][c:2]1[cH:3][c:4]2[c:5]([N:13]([CH3:14])[c:15]3[cH:16][cH:17][c:18]([O:21][CH3:22])[cH:19][cH:20]3)[n:6][c:7]([CH3:12])[n:8][c:9]2[cH:10][cH:11]1.[Na+:29].[Na+:30].[O-:31][S:32](=[O:33])(=[O:34])[O-:35]>>[NH:1]([c:2]1[cH:3][c:4]2[c:5]([N:13]([CH3:14])[c:15]3[cH:16][cH:17][c:18]([O:21][CH3:22])[cH:19][cH:20]3)[n:6][c:7]([CH3:12])[n:8][c:9]2[cH:10][cH:11]1)[C:37](=[O:38])[O:39][CH3:40].